From a dataset of the Open Reaction Database (ORD), a public repository of structured organic reaction records. describe an organic reaction: reactants, conditions, products, and yield The reactants are COC1=CC=C(OC2=CC=C(C=C2)NC(OCC)=O)C=C1 (Ethyl [4-(4-methoxyphenoxy)phenyl]carbamate), COC(CNC)OC (N-(2,2-dimethoxyethyl)methanamine). Solvent: C1(=CC=CC=C1)C (toluene). The product is COC1=CC=C(OC2=CC=C(C=C2)NC(=O)N(C)CC(OC)OC)C=C1 (N-[4(4-methoxyphenoxy) phenyl]-N'-(2,2-dimethoxyethyl)-N'-methylurea). As a reaction SMILES: [CH3:1][O:2][C:3]1[CH:21]=[CH:20][C:6]([O:7][C:8]2[CH:13]=[CH:12][C:11]([NH:14][C:15](=[O:19])OCC)=[CH:10][CH:9]=2)=[CH:5][CH:4]=1.[CH3:22][O:23][CH:24]([O:28][CH3:29])[CH2:25][NH:26][CH3:27]>C1(C)C=CC=CC=1>[CH3:1][O:2][C:3]1[CH:4]=[CH:5][C:6]([O:7][C:8]2[CH:9]=[CH:10][C:11]([NH:14][C:15]([N:26]([CH2:25][CH:24]([O:28][CH3:29])[O:23][CH3:22])[CH3:27])=[O:19])=[CH:12][CH:13]=2)=[CH:20][CH:21]=1. Procedure: Ethyl [4-(4-methoxyphenoxy)phenyl]carbamate (0.1 mole) and toluene (100 ml) are charged into a glass reaction vessel fitted with a mechanical stirrer, thermometer and condenser. N-(2,2-dimethoxyethyl)methanamine (0.15 mole) is added to the vessel and the mixture is refluxed for 16 hours. Solvent is then removed by mild warming under reduced pressure to yield the desired product N-[4(4-methoxyphenoxy) phenyl]-N'-(2,2-dimethoxyethyl)-N'-methylurea.